Dataset: the Open Reaction Database (ORD), a public repository of structured organic reaction records. Task: describe an organic reaction: reactants, conditions, products, and yield Reactants: ClC=1C=C(N=NC1)C1=CC(=CC=C1)C(F)(F)F (5-Chloro-3-[3-(trifluoromethyl)phenyl]pyridazine), [OH-].[Na+] (NaOH), Cl (HCl). Run in CS(=O)C (DMSO). Product: FC(C=1C=C(C=CC1)C1=CC(=CN=N1)O)(F)F (6-[3-(trifluoromethyl)phenyl]-4-pyridazinol). The yield is 54.0%. Reaction SMILES: Cl[C:2]1[CH:3]=[C:4]([C:8]2[CH:13]=[CH:12][CH:11]=[C:10]([C:14]([F:17])([F:16])[F:15])[CH:9]=2)[N:5]=[N:6][CH:7]=1.[OH-:18].[Na+].Cl>CS(C)=O>[F:15][C:14]([F:17])([F:16])[C:10]1[CH:9]=[C:8]([C:4]2[N:5]=[N:6][CH:7]=[C:2]([OH:18])[CH:3]=2)[CH:13]=[CH:12][CH:11]=1 |f:1.2|. Procedure details: 5-Chloro-3-[3-(trifluoromethyl)phenyl]pyridazine (2 g, 0.0077 mole, Compound No. 5), 2.5N NaOH (50 mL) and DMSO (100 mL) were refluxed under N2 for 2 h. The mixture was then allowed to cool and made acidic with 12N HCl and extracted 3×100 mL with ethyl acetate. The organic layer was dried (MgSO4), filtered and evaporated in vacuo to give a crude solid which was recrystallized from methanol to give 6-[3-(trifluoromethyl)phenyl]-4-pyridazinol (1 g, 54% yield, Compound No. 25) as a light brown soli...